From a dataset of the Open Reaction Database (ORD), a public repository of structured organic reaction records. describe an organic reaction: reactants, conditions, products, and yield The reactants are CSC1C(NC2=CC=CC(=C12)[N+](=O)[O-])=O (3-methylthio-4-nitrooxindole), ClN1C(CCC1=O)=O (N-chlorosuccinimide). Solvent: C(Cl)Cl (methylene chloride). Product: ClC1(C(NC2=CC=CC(=C12)[N+](=O)[O-])=O)SC (3-chloro-3-methylthio-4-nitrooxindole). Reaction SMILES: [CH3:1][S:2][CH:3]1[C:11]2[C:6](=[CH:7][CH:8]=[CH:9][C:10]=2[N+:12]([O-:14])=[O:13])[NH:5][C:4]1=[O:15].[Cl:16]N1C(=O)CCC1=O>C(Cl)Cl>[Cl:16][C:3]1([S:2][CH3:1])[C:11]2[C:6](=[CH:7][CH:8]=[CH:9][C:10]=2[N+:12]([O-:14])=[O:13])[NH:5][C:4]1=[O:15]. Procedure details: A solution of 3-methylthio-4-nitrooxindole (1.58 g, 7 mmol) and N-chlorosuccinimide (1.20 g, 9 mmol) in 100 ml of methylene chloride was stirred at room temperature for 48 hours. The solvent was removed in vacuo, yielding crude 3-chloro-3-methylthio-4-nitrooxindole. The residue was dissolved in 25 ml of tetrahydrofuran and added rapidly to a vigorously stirred slurry of red mercuric oxide (1.52 g, 7 mmol) and boron trifluoride etherate (1.00 g, 7 mmol) in 100 ml of 50 percent aqueous tetrahydrof...